This data is from the Open Reaction Database (ORD), a public repository of structured organic reaction records. The task is: describe an organic reaction: reactants, conditions, products, and yield Conditions: time 2 hour. Reaction SMILES: [C:1]1([OH:12])([C:6]2(O)[CH2:10][CH2:9][CH2:8][CH2:7]2)[CH2:5][CH2:4][CH2:3][CH2:2]1.COC(OC)OC.B(F)(F)F.CCOCC>C(Cl)Cl>[CH2:7]1[C:6]2([CH2:2][CH2:3][CH2:4][CH2:5][C:1]2=[O:12])[CH2:10][CH2:9][CH2:8]1 |f:2.3|. Yields the product C1CCCC12C(CCCC2)=O (spiro[4.5]decan-6-one). The reactants are COC(OC)OC (trimethoxymethane), C1(CCCC1)(C1(CCCC1)O)O (bi(cyclopentane)-1,1′-diol), B(F)(F)F.CCOCC (boron trifluoride etherate). Reported procedure: To a solution of bi(cyclopentane)-1,1′-diol (5.16 g, 29.4 mmol) in CH2Cl2 (80 mL), cooled to −20° C., was added trimethoxymethane (3.22 mL, 29.4 mmol), followed by boron trifluoride etherate (2.98 mL, 23.52 mmol). The cold bath was removed, and the reaction was stirred at ambient temperature for 2 hours. The mixture was then diluted with CH2Cl2 (100 mL), washed with saturated NaHCO3, dried with MgSO4, and concentrated under reduced pressure. The resulting residue was chromatographed on silica ge... Run in C(Cl)Cl (CH2Cl2). Starting materials: COC(C=CC1=C(C=CC(=C1)Cl)OCCCCCBr)=O (3-[2-[(5-bromopentyl)oxy]-5-chlorophenyl]-2-propenoic acid methyl ester), O1CCCC1 (tetrahydrofuran), [H][H] (hydrogen). Reagents/catalysts: [Rh] (rhodium on alumina). Solvent: C1(=CC=CC=C1)C (toluene). Yields the product COC(CCC1=C(C=CC(=C1)Cl)OCCCCCBr)=O (2-[(5-bromopentyl)oxy]-5-chlorobenzenepropanoic acid methyl ester). Yield: 100.8%. As a reaction SMILES: [CH3:1][O:2][C:3](=[O:20])[CH:4]=[CH:5][C:6]1[CH:11]=[C:10]([Cl:12])[CH:9]=[CH:8][C:7]=1[O:13][CH2:14][CH2:15][CH2:16][CH2:17][CH2:18][Br:19].O1CCCC1.[H][H]>[Rh].C1(C)C=CC=CC=1>[CH3:1][O:2][C:3](=[O:20])[CH2:4][CH2:5][C:6]1[CH:11]=[C:10]([Cl:12])[CH:9]=[CH:8][C:7]=1[O:13][CH2:14][CH2:15][CH2:16][CH2:17][CH2:18][Br:19]. Procedure: A mixture of 2.02 g (5.59 mmol) of 3-[2-[(5-bromopentyl)oxy]-5-chlorophenyl]-2-propenoic acid methyl ester (mixture of E/Z isomers), 90 mL of tetrahydrofuran, 190 mL of toluene, and 1.26 g of 5% rhodium on alumina was stirred at room temperature, in an atmosphere of hydrogen, until reduction was complete. The catalyst was removed by suction filtration and the filtrate was concentrated in vacuo giving 2.05 g (ca. 100%) of 2-[(5-bromopentyl)oxy]-5-chlorobenzenepropanoic acid methyl ester as a pale... The reactants are ClC1=NC=2N3C(C(N(C2C=N1)CC(C)(C)O)=O)(COCC3)C (2-chloro-5-(2-hydroxy-2-methylpropyl)-6a-methyl-6a,7,9,10-tetrahydro-[1,4]oxazino[3,4-h]pteridin-6(5H)-one), CNC(=O)NC1=CC=C(C=C1)B1OC(C(O1)(C)C)(C)C (1-methyl-3-[4-(4,4,5,5-tetramethyl-1,3,2-dioxaborolane-2-yl)phenyl]-urea), C(=O)(O)[O-].[Na+] (NaHCO3). The reagents and catalysts are C1=CC=C(C=C1)P([C-]2C=CC=C2)C3=CC=CC=C3.C1=CC=C(C=C1)P([C-]2C=CC=C2)C3=CC=CC=C3.Cl[Pd]Cl.[Fe+2] (PdCl2(dppf)). Run in C1CCOC1 (THF), O1CCOCC1 (1,4-dioxane). Yields the product OC(CN1C=2C=NC(=NC2N2C(C1=O)(COCC2)C)C2=CC=C(C=C2)NC(=O)NC)(C)C (1-(4-(5-(2-hydroxy-2-methylpropyl)-6a-methyl-6-oxo-5,6,6a,7,9,10-hexahydro-[1,4]oxazino[3,4-h]pteridin-2-yl)phenyl)-3-methylurea). The yield is 18.5%. Reaction SMILES: Cl[C:2]1[N:11]=[CH:10][C:9]2[N:8]([CH2:12][C:13]([OH:16])([CH3:15])[CH3:14])[C:7](=[O:17])[C:6]3([CH3:22])[CH2:18][O:19][CH2:20][CH2:21][N:5]3[C:4]=2[N:3]=1.[CH3:23][NH:24][C:25]([NH:27][C:28]1[CH:33]=[CH:32][C:31](B2OC(C)(C)C(C)(C)O2)=[CH:30][CH:29]=1)=[O:26].C([O-])(O)=O.[Na+]>O1CCOCC1.C1COCC1.C1C=CC(P(C2C=CC=CC=2)[C-]2C=CC=C2)=CC=1.C1C=CC(P(C2C=CC=CC=2)[C-]2C=CC=C2)=CC=1.Cl[Pd]Cl.[Fe+2]>[OH:16][C:13]([CH3:15])([CH3:14])[CH2:12][N:8]1[C:7](=[O:17])[C:6]2([CH3:22])[CH2:18][O:19][CH2:20][CH2:21][N:5]2[C:4]2[N:3]=[C:2]([C:31]3[CH:30]=[CH:29][C:28]([NH:27][C:25]([NH:24][CH3:23])=[O:26])=[CH:33][CH:32]=3)[N:11]=[CH:10][C:9]1=2 |f:2.3,6.7.8.9|. Procedure details: A mixture of 2-chloro-5-(2-hydroxy-2-methylpropyl)-6a-methyl-6a,7,9,10-tetrahydro-[1,4]oxazino[3,4-h]pteridin-6(5H)-one (84.9 mg, 0.260 mmol), 1-methyl-3-[4-(4,4,5,5-tetramethyl-1,3,2-dioxaborolane-2-yl)phenyl]-urea (143 mg, 0.520 mmol), saturated aqueous NaHCO3 (1 ml) and PdCl2(dppf) (17.0 mg, 0.021 mmol) in 1,4-dioxane (2 ml) was irradiated in the microwave at 110° C. for 30 minutes The reaction mixture was diluted with THF and passed through 0.45 μM PTFE syringe filter (washed with small amou... Reactants: N1=C(C=CC2=CC=CC=C12)C=NOCCO (2-(2-quinolylmethyleneaminooxy)ethanol), N(=NC(=O)OCC)C(=O)OCC (diethyl azodicarboxylate), OC1=CC=C(CC2C(N(C(S2)=O)C(C2=CC=CC=C2)(C2=CC=CC=C2)C2=CC=CC=C2)=O)C=C1 (5-(4-hydroxybenzyl)-3-tritylthiazolidine-2,4-dione), C1(=CC=CC=C1)P(C1=CC=CC=C1)C1=CC=CC=C1 (triphenylphosphine). The product is N1=C(C=CC2=CC=CC=C12)C=NOCCOC1=CC=C(CC2C(N(C(S2)=O)C(C2=CC=CC=C2)(C2=CC=CC=C2)C2=CC=CC=C2)=O)C=C1 (5-{4-[2-(2-Quinolylmethyleneaminooxy)ethoxy]benzyl}-3-tritylthiazolidine-2,4-dione). Yield: 78.6%. RXN SMILES: [N:1]1[C:10]2[C:5](=[CH:6][CH:7]=[CH:8][CH:9]=2)[CH:4]=[CH:3][C:2]=1[CH:11]=[N:12][O:13][CH2:14][CH2:15][OH:16].O[C:18]1[CH:50]=[CH:49][C:21]([CH2:22][CH:23]2[S:27][C:26](=[O:28])[N:25]([C:29]([C:42]3[CH:47]=[CH:46][CH:45]=[CH:44][CH:43]=3)([C:36]3[CH:41]=[CH:40][CH:39]=[CH:38][CH:37]=3)[C:30]3[CH:35]=[CH:34][CH:33]=[CH:32][CH:31]=3)[C:24]2=[O:48])=[CH:20][CH:19]=1.C1(P(C2C=CC=CC=2)C2C=CC=CC=2)C=CC=CC=1.N(C(OCC)=O)=NC(OCC)=O>>[N:1]1[C:10]2[C:5](=[CH:6][CH:7]=[CH:8][CH:9]=2)[CH:4]=[CH:3][C:2]=1[CH:11]=[N:12][O:13][CH2:14][CH2:15][O:16][C:18]1[CH:50]=[CH:49][C:21]([CH2:22][CH:23]2[S:27][C:26](=[O:28])[N:25]([C:29]([C:42]3[CH:47]=[CH:46][CH:45]=[CH:44][CH:43]=3)([C:36]3[CH:37]=[CH:38][CH:39]=[CH:40][CH:41]=3)[C:30]3[CH:35]=[CH:34][CH:33]=[CH:32][CH:31]=3)[C:24]2=[O:48])=[CH:20][CH:19]=1. Procedure details: Following a procedure similar to that described in Example 1(a), but using 478 mg of 2-(2-quinolylmethyleneaminooxy)ethanol (prepared as described in Preparation 2), 1.00 g of 5-(4-hydroxybenzyl)-3-tritylthiazolidine-2,4-dione, 638 mg of triphenylphosphine and 423 mg of diethyl azodicarboxylate, 1.12 g of the title compound were obtained as a crystalline powder, melting at 127-130° C. Starting materials: O (Water), C(C)(=O)OCC (ethyl acetate), COCCOC1=C(C=C2C=CNC2=C1)OC1=CC(=NC=C1)NC(C)=O (N-(4-((6-(2-methoxyethoxy)-1H-indol-5-yl)oxy)pyridin-2-yl)acetamide), Example 20-5, [OH-].[Na+] (sodium hydroxide). Solvent: CO (methanol). Reaction conditions: temperature 70 celsius, time 3 hour. The product is COCCOC1=C(C=C2C=CNC2=C1)OC1=CC(=NC=C1)N (4-((6-(2-Methoxyethoxy)-1H-indol-5-yl)oxy)pyridin-2-amine). Yield: 86.0%. Reaction SMILES: [CH3:1][O:2][CH2:3][CH2:4][O:5][C:6]1[CH:14]=[C:13]2[C:9]([CH:10]=[CH:11][NH:12]2)=[CH:8][C:7]=1[O:15][C:16]1[CH:21]=[CH:20][N:19]=[C:18]([NH:22]C(=O)C)[CH:17]=1.[OH-].[Na+].O.C(OCC)(=O)C>CO>[CH3:1][O:2][CH2:3][CH2:4][O:5][C:6]1[CH:14]=[C:13]2[C:9]([CH:10]=[CH:11][NH:12]2)=[CH:8][C:7]=1[O:15][C:16]1[CH:21]=[CH:20][N:19]=[C:18]([NH2:22])[CH:17]=1 |f:1.2|. Procedure details: N-(4-((6-(2-methoxyethoxy)-1H-indol-5-yl)oxy)pyridin-2-yl)acetamide described in Production Example 20-5 (3.45 g, 10.1 mmol) was dissolved in methanol (50 mL), a 2 M sodium hydroxide solution (50 mL) was added at room temperature, and the mixture was heated and stirred at 70° C. for 3 hours. Water and ethyl acetate were added to the reaction mixture for partition. The aqueous layer was extracted with ethyl acetate three times and the combined organic layer was dried over anhydrous sodium sulfate... Reactants: BrCC(=O)C1=CC=CC=C1 (2-bromoacetophenone), C(C)(=O)OC(C)=O (acetic anhydride), C(C)(=O)[O-].[Na+] (sodium acetate). The solvent is C(C)(=O)O (acetic acid). Reaction conditions: temperature 60 celsius. Product: C(C)(=O)OCC(=O)C1=CC=CC=C1 (2--Acetoxyacetophenone). As a reaction SMILES: Br[CH2:2][C:3]([C:5]1[CH:10]=[CH:9][CH:8]=[CH:7][CH:6]=1)=[O:4].[C:11]([O:14]C(=O)C)(=[O:13])[CH3:12].C([O-])(=O)C.[Na+]>C(O)(=O)C>[C:11]([O:14][CH2:2][C:3]([C:5]1[CH:10]=[CH:9][CH:8]=[CH:7][CH:6]=1)=[O:4])(=[O:13])[CH3:12] |f:2.3|. Procedure details: A mixture of 2-bromoacetophenone (199 g, 1.0M), acetic acid (200 mL) and acetic anhydride (30 mL) was stirred and heated to about 60° C. Anhydrous sodium acetate (100 g, 1.2M) was added and the reaction mixture was heated and stirred at about 130° C. for 6.0 hrs and then allowed to cool. To remove most of the salt, the reaction mixture was filtered through a sintered glass funnel. The acetic acid and acetic anhydride were removed from the filtrate using a rotary evaporator. A white solid was obt...